describe an organic reaction: reactants, conditions, products, and yield From a dataset of the Open Reaction Database (ORD), a public repository of structured organic reaction records. Reactants: ClC=1N=CC2=C(N1)N(C(=C2)C(=O)N(C)C)C2CCCC2 (2-chloro-7-cyclopentyl-N,N-dimethyl-7H-pyrrolo[2,3-d]pyrimidine-6-carboxamide), NC1=CC=C(C=N1)N1C[C@H]2[C@@H](CC1=O)CN(C2)C(=O)OC(C)(C)C (cis-tert-butyl 5-(6-aminopyridin-3-yl)-6-oxohexahydro-1H-pyrrolo[3,4-c]pyridine-2(3H)-carboxylate). Yields the product C1(CCCC1)N1C(=CC2=C1N=C(N=C2)NC2=NC=C(C=C2)N2C[C@H]1[C@@H](CC2=O)CNC1)C(=O)N(C)C (7-cyclopentyl-N,N-dimethyl-2-(5-(cis-6-oxotetrahydro-1H-pyrrolo[3,4-c]pyridin-5(6H,7H,7aH)-yl)pyridin-2-ylamino)-7H-pyrrolo[2,3-d]pyrimidine-6-carboxamide). Yield: 86.0%. Reaction SMILES: Cl[C:2]1[N:3]=[CH:4][C:5]2[CH:10]=[C:9]([C:11]([N:13]([CH3:15])[CH3:14])=[O:12])[N:8]([CH:16]3[CH2:20][CH2:19][CH2:18][CH2:17]3)[C:6]=2[N:7]=1.[NH2:21][C:22]1[N:27]=[CH:26][C:25]([N:28]2[C:33](=[O:34])[CH2:32][C@H:31]3[CH2:35][N:36](C(OC(C)(C)C)=O)[CH2:37][C@H:30]3[CH2:29]2)=[CH:24][CH:23]=1>>[CH:16]1([N:8]2[C:6]3[N:7]=[C:2]([NH:21][C:22]4[CH:23]=[CH:24][C:25]([N:28]5[C:33](=[O:34])[CH2:32][C@H:31]6[CH2:35][NH:36][CH2:37][C@H:30]6[CH2:29]5)=[CH:26][N:27]=4)[N:3]=[CH:4][C:5]=3[CH:10]=[C:9]2[C:11]([N:13]([CH3:15])[CH3:14])=[O:12])[CH2:20][CH2:19][CH2:18][CH2:17]1. Procedure: Following general N—C coupling procedure 1, 2-chloro-7-cyclopentyl-N,N-dimethyl-7H-pyrrolo[2,3-d]pyrimidine-6-carboxamide and cis-tert-butyl 5-(6-aminopyridin-3-yl)-6-oxohexahydro-1H-pyrrolo[3,4-c]pyridine-2(3H)-carboxylate were combined and gave after purification cis-tert-butyl 5-(6-(7-cyclopentyl-6-(dimethylcarbamoyl)-7H-pyrrolo[2,3-d]pyrimidin-2-ylamino)pyridin-3-yl)-6-oxohexahydro-1H-pyrrolo[3,4-c]pyridine-2(3H)-carboxylate (81 mg) in 86% yield. 1H NMR (400 MHz, CDCl3) δ ppm 8.79 (s, 1H), 8... Reactants: bromomethyl, chloromethyl, C(C=CC#CCC)N (2-hepten-4-ynylamine), Compounds, S1C=C(C=C1)/C=C/COCC=1C=C(CBr)C=CC1 ((E)-3-[3--(3-thienyl)-2-propenyloxymethyl]benzyl bromide), Cl (hydrochloride), Cl.C(C)NC\C=C\C#CC(C)(C)C ((E)- N-ethyl-6,6-dimethyl-2-hepten-4-ynylamine hydrochloride). Product: Cl.C(C)N(C\C=C\C#CC(C)(C)C)CC1=CC(=CC=C1)COC\C=C\C1=CSC=C1 ((E,E)-N-ethyl-N-(6,6-dimethyl-2-hepten-4-ynyl)-3-[3-(3-thienyl)-2-propenyloxymethyl]benzylamine hydrochloride). Reaction SMILES: C(N)C=CC#CCC.[S:9]1[CH:13]=[CH:12][C:11](/[CH:14]=[CH:15]/[CH2:16][O:17][CH2:18][C:19]2[CH:20]=[C:21]([CH:24]=[CH:25][CH:26]=2)[CH2:22]Br)=[CH:10]1.[ClH:27].[CH2:28]([NH:30][CH2:31]/[CH:32]=[CH:33]/[C:34]#[C:35][C:36]([CH3:39])([CH3:38])[CH3:37])[CH3:29].Cl>>[ClH:27].[CH2:28]([N:30]([CH2:22][C:21]1[CH:24]=[CH:25][CH:26]=[C:19]([CH2:18][O:17][CH2:16]/[CH:15]=[CH:14]/[C:11]2[CH:12]=[CH:13][S:9][CH:10]=2)[CH:20]=1)[CH2:31]/[CH:32]=[CH:33]/[C:34]#[C:35][C:36]([CH3:37])([CH3:39])[CH3:38])[CH3:29] |f:2.3,5.6|. Procedure: Compounds of Examples 2 to 7 were obtained by s performing the same reaction as in Example 1 except that the corresponding bromomethyl or chloromethyl derivatives and/or 2-hepten-4-ynylamine derivatives were used instead of the starting compounds, (E)-3-[3--(3-thienyl)-2-propenyloxymethyl]benzyl bromide and/or (E)- N-ethyl-6,6-dimethyl-2-hepten-4-ynylamine hydrochloride, which were used in the above-mentioned reaction. ( When the reaction product was a free base, the hydrochloride producing step... Reactants: CC(C)(C)OC(=O)N1CC=C(c2cccc3cc[nH]c23)CC1, CCO. Product: CC(C)(C)OC(=O)N1CCC(c2cccc3cc[nH]c23)CC1. RXN SMILES: [C:1]([CH3:2])([CH3:3])([CH3:4])[O:5][C:6](=[O:7])[N:8]1[CH2:9][CH2:10][C:11]([c:14]2[cH:15][cH:16][cH:17][c:18]3[cH:19][cH:20][nH:21][c:22]23)=[CH:12][CH2:13]1.[CH3:23][CH2:24][OH:25]>>[C:1]([CH3:2])([CH3:3])([CH3:4])[O:5][C:6](=[O:7])[N:8]1[CH2:9][CH2:10][CH:11]([c:14]2[cH:15][cH:16][cH:17][c:18]3[cH:19][cH:20][nH:21][c:22]23)[CH2:12][CH2:13]1. The reactants are C(C)OC(CC1=CC(=CC(=C1)C(F)(F)F)OCC1=CC=CC=C1)=O ((3-benzyloxy-5-trifluoromethyl-phenyl)-acetic acid ethyl ester), [H-].[Na+] (sodium hydride), IC (Iodomethane). Run in CN(C)C=O (DMF). Conditions: time 15 minute. The product is C(C)OC(C(C)C1=CC(=CC(=C1)C(F)(F)F)OCC1=CC=CC=C1)=O (2-(3-Benzyloxy-5-trifluoromethyl-phenyl)-propionic acid ethyl ester). RXN SMILES: [CH2:1]([O:3][C:4](=[O:24])[CH2:5][C:6]1[CH:11]=[C:10]([C:12]([F:15])([F:14])[F:13])[CH:9]=[C:8]([O:16][CH2:17][C:18]2[CH:23]=[CH:22][CH:21]=[CH:20][CH:19]=2)[CH:7]=1)[CH3:2].[H-].[Na+].I[CH3:28]>CN(C=O)C>[CH2:1]([O:3][C:4](=[O:24])[CH:5]([C:6]1[CH:11]=[C:10]([C:12]([F:14])([F:15])[F:13])[CH:9]=[C:8]([O:16][CH2:17][C:18]2[CH:23]=[CH:22][CH:21]=[CH:20][CH:19]=2)[CH:7]=1)[CH3:28])[CH3:2] |f:1.2|. Reported procedure: To a solution of (3-benzyloxy-5-trifluoromethyl-phenyl)-acetic acid ethyl ester (5.0 g, 14.8 mmol) in DMF (50 mL) at 0° C. under N2 was added sodium hydride (60% in mineral oil; 0.65 g, 16.3 mmol), and the mixture was stirred at room temperature for 15 minutes. Iodomethane (1 mL, 16.3 mmol) was added, and the reaction was monitored by analytical LCMS and tlc. After work-up with EtOAc and H2O, the crude material was purified by silica gel chromatography to give the title compound.